Dataset: the Open Reaction Database (ORD), a public repository of structured organic reaction records. Task: describe an organic reaction: reactants, conditions, products, and yield Starting materials: C1CCOC1, COC(=O)c1cnc(Cl)c(Cl)c1, OC(CF)CF, [H-], [Na+]. The product is COC(=O)c1cnc(OC(CF)CF)c(Cl)c1. Reaction SMILES: [CH2:21]1[O:22][CH2:23][CH2:24][CH2:25]1.[Cl:1][c:2]1[c:3]([Cl:12])[n:4][cH:5][c:6]([C:7](=[O:8])[O:9][CH3:10])[cH:11]1.[F:15][CH2:16][CH:17]([CH2:18][F:19])[OH:20].[H-:13].[Na+:14]>>[Cl:1][c:2]1[c:3]([O:20][CH:17]([CH2:16][F:15])[CH2:18][F:19])[n:4][cH:5][c:6]([C:7](=[O:8])[O:9][CH3:10])[cH:11]1. Yields the product NC1=NC2=CC=CC=C2C=C1C(=O)N (2-Aminoquinoline-3-Carboxamide). Conditions: temperature 50 celsius. Starting materials: C(#N)CC(=O)N (Cyanoacetamide), [O-]CC.[Na+] (sodium ethoxide), NC1=C(C=O)C=CC=C1 (o-aminobenzaldehyde). Reaction SMILES: [C:1]([CH2:3][C:4]([NH2:6])=[O:5])#[N:2].[O-]CC.[Na+].[NH2:11][C:12]1[CH:19]=[CH:18][CH:17]=[CH:16][C:13]=1[CH:14]=O>C(O)C>[NH2:2][C:1]1[C:3]([C:4]([NH2:6])=[O:5])=[CH:14][C:13]2[C:12](=[CH:19][CH:18]=[CH:17][CH:16]=2)[N:11]=1 |f:1.2|. Run in C(C)O (ethanol), C(C)O (ethanol). Procedure: Cyanoacetamide (19.4 g., 0.23 mole) is added to a solution of sodium ethoxide (6.65 g., 0.29 mole) in absolute ethanol (460 ml.) maintained at 50° C. The mixture is stirred and o-aminobenzaldehyde (28.0 g., 0.23 mole) in absolute ethanol (100 ml.) added. After fifteen minutes stirring at 50° C., the reaction mixture is cooled in an ice bath, filtered and dried to give 34.5 g (84% yield) of product; m.p. 240°-242° C. The yield is 80.1%. Starting materials: C[O-].[Na+] (Sodium methoxide), CCOCC (ether), C(C)(=O)O[C@H]1[C@H](OCCBr)O[C@@H]([C@@H]([C@@H]1OC(C)=O)O[C@@H]1[C@H](OC(C)=O)[C@@H](OC(C)=O)[C@@H](OC(C)=O)[C@H](O1)COC(C)=O)COC(C)=O (2-Bromoethyl 2,3,6-tri-O-acetyl-4-O-(2,3,4,6-tetra-O-acetyl-α-D-galactopyranosyl)-β-D-galactopyranoside), [OH-].[Na+] (Sodium hydroxide). Reagents/catalysts: [Pd] (Pd/C). Run in CO (methanol), CO (methanol), O (water), C(C)(=O)OC(C)=O (acetic anhydride), N1=CC=CC=C1 (pyridine). Conditions: time 2 hour. The product is C(C)(=O)O[C@H]1[C@H](OCC)O[C@@H]([C@@H]([C@@H]1OC(C)=O)O[C@@H]1[C@H](OC(C)=O)[C@@H](OC(C)=O)[C@@H](OC(C)=O)[C@H](O1)COC(C)=O)COC(C)=O (Ethyl 2,3,6-tri-O-acetyl-4-O-(2,3,4,6-tetra-O-acetyl-α-D-galactopyranosyl)-β-D-galactopyranoside). RXN SMILES: [C:1]([O:4][C@@H:5]1[C@@H:14]([O:15][C:16](=[O:18])[CH3:17])[C@@H:13]([O:19][C@H:20]2[O:37][C@H:36]([CH2:38][O:39][C:40](=[O:42])[CH3:41])[C@H:31]([O:32][C:33](=[O:35])[CH3:34])[C@H:26]([O:27][C:28](=[O:30])[CH3:29])[C@H:21]2[O:22][C:23](=[O:25])[CH3:24])[C@@H:12]([CH2:43][O:44][C:45](=[O:47])[CH3:46])[O:11][C@H:6]1[O:7][CH2:8][CH2:9]Br)(=[O:3])[CH3:2].C[O-].[Na+].[OH-].[Na+].CCOCC>CO.O.C(OC(=O)C)(=O)C.N1C=CC=CC=1.[Pd]>[C:1]([O:4][C@@H:5]1[C@@H:14]([O:15][C:16](=[O:18])[CH3:17])[C@@H:13]([O:19][C@H:20]2[O:37][C@H:36]([CH2:38][O:39][C:40](=[O:42])[CH3:41])[C@H:31]([O:32][C:33](=[O:35])[CH3:34])[C@H:26]([O:27][C:28](=[O:30])[CH3:29])[C@H:21]2[O:22][C:23](=[O:25])[CH3:24])[C@@H:12]([CH2:43][O:44][C:45](=[O:47])[CH3:46])[O:11][C@H:6]1[O:7][CH2:8][CH3:9])(=[O:3])[CH3:2] |f:1.2,3.4|. Procedure: 2-Bromoethyl 2,3,6-tri-O-acetyl-4-O-(2,3,4,6-tetra-O-acetyl-α-D-galactopyranosyl)-β-D-galactopyranoside (15) (740 mg; 1 mmol) was dissolved in methanol (14 ml) by heating. Sodium methoxide in methanol (0.1M; 2 ml) was added and the reaction mixture was stirred at room temperature for 2 h. Sodium hydroxide (87 mg; 2.2 mmol) in water (2 ml) was added together with the catalyst (10% Pd/C; 120 mg) and the reaction mixture was hydrogenated (15 h) at atmospheric pressure. Filtration (Celite) and evapo... Reactants: Brc1cnc2nccnc2c1, C=CC(OCC)OCC, B1C2CCCC1CCC2, [K+], [K+], [K+], C1CCOC1, O=P([O-])([O-])[O-], c1ccccc1. Product: CCOC(CCc1cnc2nccnc2c1)OCC. As a reaction SMILES: [Br:27][c:28]1[cH:29][c:30]2[c:31]([n:32][cH:33][cH:34][n:35]2)[n:36][cH:37]1.[CH2:10]([CH3:11])[O:12][CH:13]([CH:14]=[CH2:15])[O:16][CH2:17][CH3:18].[CH:1]12[CH2:2][CH2:3][CH2:4][CH:5]([BH:6]1)[CH2:7][CH2:8][CH2:9]2.[K+:24].[K+:25].[K+:26].[O:38]1[CH2:39][CH2:40][CH2:41][CH2:42]1.[P:19]([O-:20])([O-:21])([O-:22])=[O:23].[cH:43]1[cH:44][cH:45][cH:46][cH:47][cH:48]1>>[CH2:10]([CH3:11])[O:12][CH:13]([CH2:14][CH2:15][c:28]1[cH:29][c:30]2[c:31]([n:32][cH:33][cH:34][n:35]2)[n:36][cH:37]1)[O:16][CH2:17][CH3:18]. Starting materials: Cu, C(C)(=O)[O-].[K+] (potassium acetate), BrC=1C=NC=CC1 (3-bromopyridine), O=C1CC(NC2=C(N1CC(=O)N(C1=CC=C(C=C1)OC)C(C)C)C=CC=C2)=O (2-(2,4-Dioxo-2,3,4,5-tetrahydro-benzo[b][1,4]diazepin-1-yl)-N-isopropyl-N-(4-methoxy-phenyl)-acetamide), Intermediate 46, C(C)(=O)[O-].[K+] (potassium acetate), BrC=1C=NC=CC1 (3-bromopyridine), Cu, C(C)(=O)[O-].[K+] (potassium acetate). The solvent is CN(C)C=O (DMF). Conditions: temperature 120 celsius, time 5 hour. Yields the product O=C1CC(N(C2=C(N1CC(=O)N(C1=CC=C(C=C1)OC)C(C)C)C=CC=C2)C=2C=NC=CC2)=O (2-(2,4-Dioxo-5-pyridin-3-yl-2,3,4,5-tetrahydro-benzo[b][1,4]diazepin-1-yl)-N-isopropyl-N-(4-methoxy-phenyl)-acetamide). Yield: 49.4%. RXN SMILES: [O:1]=[C:2]1[N:8]([CH2:9][C:10]([N:12]([CH:21]([CH3:23])[CH3:22])[C:13]2[CH:18]=[CH:17][C:16]([O:19][CH3:20])=[CH:15][CH:14]=2)=[O:11])[C:7]2[CH:24]=[CH:25][CH:26]=[CH:27][C:6]=2[NH:5][C:4](=[O:28])[CH2:3]1.C([O-])(=O)C.[K+].Br[C:35]1[CH:36]=[N:37][CH:38]=[CH:39][CH:40]=1>CN(C=O)C>[O:1]=[C:2]1[N:8]([CH2:9][C:10]([N:12]([CH:21]([CH3:23])[CH3:22])[C:13]2[CH:18]=[CH:17][C:16]([O:19][CH3:20])=[CH:15][CH:14]=2)=[O:11])[C:7]2[CH:24]=[CH:25][CH:26]=[CH:27][C:6]=2[N:5]([C:35]2[CH:36]=[N:37][CH:38]=[CH:39][CH:40]=2)[C:4](=[O:28])[CH2:3]1 |f:1.2|. Procedure details: To a stirring solution of 26.6 g (69.7 mmol) 2-(2,4-Dioxo-2,3,4,5-tetrahydro-benzo[b][1,4]diazepin-1-yl)-N-isopropyl-N-(4-methoxy-phenyl)-acetamide, prepared as in Intermediate 46, in 1 L DMF is added 13.3 g (209 mmol, 3 equiv) of Cu powder, 13.7 g (139 mmol, 2 equiv) of potassium acetate and 13.4 mL (139 mmol, 2 equiv) of 3-bromopyridine. The reaction is heated to 120° C. After 5 h, an additional 13 g (133 mmol) of potassium acetate and 15 mL (156 mmol) of 3-bromopyridine were added, and the re... Reactants: NCC=1C(=NN(C1)CC=1NC(C2=C(N1)SC(=C2)C)=O)C(F)(F)F (2-((4-(aminomethyl)-3-(trifluoromethyl)-1H-pyrazol-1-yl)methyl)-6-methylthieno[2,3-d]pyrimidin-4(3H)-one), CCN(C(C)C)C(C)C (DIPEA), C(C)(=O)Cl (acetyl chloride). The solvent is C(Cl)Cl (DCM). Conditions: time 8 hour. Product: CC1=CC2=C(N=C(NC2=O)CN2N=C(C(=C2)CNC(C)=O)C(F)(F)F)S1 (N-((1-((6-methyl-4-oxo-3,4-dihydrothieno[2,3-d]pyrimidin-2-yl)methyl)-3-(trifluoromethyl)-1H-pyrazol-4-yl)methyl)acetamide). Reaction SMILES: [NH2:1][CH2:2][C:3]1[C:4]([C:20]([F:23])([F:22])[F:21])=[N:5][N:6]([CH2:8][C:9]2[NH:10][C:11](=[O:19])[C:12]3[CH:17]=[C:16]([CH3:18])[S:15][C:13]=3[N:14]=2)[CH:7]=1.CCN(C(C)C)C(C)C.[C:33](Cl)(=[O:35])[CH3:34]>C(Cl)Cl>[CH3:18][C:16]1[S:15][C:13]2[N:14]=[C:9]([CH2:8][N:6]3[CH:7]=[C:3]([CH2:2][NH:1][C:33](=[O:35])[CH3:34])[C:4]([C:20]([F:22])([F:21])[F:23])=[N:5]3)[NH:10][C:11](=[O:19])[C:12]=2[CH:17]=1. Procedure: To a solution of 2-((4-(aminomethyl)-3-(trifluoromethyl)-1H-pyrazol-1-yl)methyl)-6-methylthieno[2,3-d]pyrimidin-4(3H)-one (0.087 mmol, 30 mg) and DIPEA (0.175 mmol, 0.029 ml, 22.59 mg) in DCM (1 mL) was added acetyl chloride (0.175 mmol, 0.012 ml, 13.72 mg). The whole was stirred at room temperature overnight before the reaction mixture was concentrated under reduced pressure and the residue purified by reverse phase HPLC to give a white solid (8.7 mg, 23 mmol. 25.8%) Reactants: [Al+3], CC(=O)O, C1CCOC1, CC(C)=O, CON(C)C(=O)CCN1CCN(c2cccc(OC(F)(F)F)c2)C(C)C1=O, [H-], [H-], [H-], [H-], [Li+]. The product is CC1C(=O)N(CCC=O)CCN1c1cccc(OC(F)(F)F)c1. As a reaction SMILES: [Al+3:2].[C:38]([OH:39])(=[O:40])[CH3:41].[CH2:42]1[O:43][CH2:44][CH2:45][CH2:46]1.[CH3:34][C:35](=[O:36])[CH3:37].[CH3:7][O:8][N:9]([C:10]([CH2:11][CH2:12][N:13]1[C:14](=[O:31])[CH:15]([CH3:30])[N:16]([c:19]2[cH:20][c:21]([O:25][C:26]([F:27])([F:28])[F:29])[cH:22][cH:23][cH:24]2)[CH2:17][CH2:18]1)=[O:32])[CH3:33].[H-:1].[H-:4].[H-:5].[H-:6].[Li+:3]>>[CH:10]([CH2:11][CH2:12][N:13]1[C:14](=[O:31])[CH:15]([CH3:30])[N:16]([c:19]2[cH:20][c:21]([O:25][C:26]([F:27])([F:28])[F:29])[cH:22][cH:23][cH:24]2)[CH2:17][CH2:18]1)=[O:32]. Starting materials: O (water), C1(=CC=CC=C1)C1=NNC(=C1OCCC)C1=CC=CC=C1 (3,5-Diphenyl-4-n-propoxypyrazole), BrCC=C (3-bromoprop-1-ene), CC(C)([O-])C.[K+] (Potassium t-butoxide). Solvent: CC(C)O (2-propanol). Reaction conditions: temperature 50 celsius, time 8 hour. The product is C(C=C)N1N=C(C(=C1C1=CC=CC=C1)OCCC)C1=CC=CC=C1 (1-Allyl-3,5-diphenyl-4-n-propoxypyrazole). The yield is 54.9%. RXN SMILES: [C:1]1([C:7]2[C:11]([O:12][CH2:13][CH2:14][CH3:15])=[C:10]([C:16]3[CH:21]=[CH:20][CH:19]=[CH:18][CH:17]=3)[NH:9][N:8]=2)[CH:6]=[CH:5][CH:4]=[CH:3][CH:2]=1.[CH3:22][C:23](C)([O-])[CH3:24].[K+].BrCC=C.O>CC(O)C>[CH2:24]([N:8]1[C:7]([C:1]2[CH:6]=[CH:5][CH:4]=[CH:3][CH:2]=2)=[C:11]([O:12][CH2:13][CH2:14][CH3:15])[C:10]([C:16]2[CH:17]=[CH:18][CH:19]=[CH:20][CH:21]=2)=[N:9]1)[CH:23]=[CH2:22] |f:1.2|. Reported procedure: 3,5-Diphenyl-4-n-propoxypyrazole (9.0 g, 0.038 mole) is dissolved in 2-propanol (90 ml). Potassium t-butoxide (4.65 g, 0.042 mole) is added at room temperature and the reaction mixture stirred and heated at 50°C for 3 hours. It is then cooled to room temperature and 3-bromoprop-1-ene (5.53 g, 0.046 mole) is added dropwise. A white solid forms. Stirring is continued at room temperature overnight, the mixture is then poured into water and extracted with chloroform. The chloroform layer is washed w...